From a dataset of the Open Reaction Database (ORD), a public repository of structured organic reaction records. describe an organic reaction: reactants, conditions, products, and yield The reactants are C1(CCC1)N(C(CCN(C(CC1=CC(=C(C=C1)F)C(F)(F)F)=O)[C@H](C)C=1N(C(C2=C(N1)N=CC=C2)=O)C2=CC=C(C=C2)OCC)C)C ((R)—N-[3-(Cyclobutyl-methyl-amino)-butyl]-N-{1-[3-(4-ethoxy-phenyl)-4-oxo-3,4-dihydro-pyrido[2,3-d]pyrimidin-2-yl]-ethyl}-2-(4-fluoro-3-trifluoromethyl-phenyl)-acetamide). Solvent: CO (methanol). Reaction conditions: time 2 hour. The product is C1(CCC1)N(C(CCN(C(CC1=CC(=C(C=C1)F)C(F)(F)F)=O)[C@H](C)C=1N(C(C2=C(N1)NCCC2)=O)C2=CC=C(C=C2)OCC)C)C ((R)—N-[3-(Cyclobutyl-methyl-amino)-butyl]-N-{1-[3-(4-ethoxy-phenyl)-4-oxo-3,4,5,6,7,8-hexahydro-pyrido[2,3-d]pyrimidin-2-yl]-ethyl}-2-(4-fluoro-3-trifluoromethyl-phenyl)-acetamide). RXN SMILES: [CH:1]1([N:5]([CH3:47])[CH:6]([CH3:46])[CH2:7][CH2:8][N:9]([C@@H:24]([C:26]2[N:27]([C:37]3[CH:42]=[CH:41][C:40]([O:43][CH2:44][CH3:45])=[CH:39][CH:38]=3)[C:28](=[O:36])[C:29]3[CH:35]=[CH:34][CH:33]=[N:32][C:30]=3[N:31]=2)[CH3:25])[C:10](=[O:23])[CH2:11][C:12]2[CH:17]=[CH:16][C:15]([F:18])=[C:14]([C:19]([F:22])([F:21])[F:20])[CH:13]=2)[CH2:4][CH2:3][CH2:2]1>CO>[CH:1]1([N:5]([CH3:47])[CH:6]([CH3:46])[CH2:7][CH2:8][N:9]([C@@H:24]([C:26]2[N:27]([C:37]3[CH:38]=[CH:39][C:40]([O:43][CH2:44][CH3:45])=[CH:41][CH:42]=3)[C:28](=[O:36])[C:29]3[CH2:35][CH2:34][CH2:33][NH:32][C:30]=3[N:31]=2)[CH3:25])[C:10](=[O:23])[CH2:11][C:12]2[CH:17]=[CH:16][C:15]([F:18])=[C:14]([C:19]([F:20])([F:21])[F:22])[CH:13]=2)[CH2:2][CH2:3][CH2:4]1. Reported procedure: E5 (33 mg, 0.048 mmol) was dissolved in methanol and degassed with nitrogen for 5 min. Palladium (10% wt. on C, 33 mg) was added, then the reaction was placed under hydrogen atmosphere with a balloon. It was stirred for 2 h at room temperature, then filtered through Celite, and concentrated in vacuo. Purified by reverse-phase HPLC to yield 16 mg, a colorless solid, 4. MS (MH+): 658.3. 1H NMR (400 MHz; CDCl3; T=298 K): δ 7.40 (m, 1H), 7.14 (m, 4H), 6.89 (dd, 2H, J=8.7, 22.9 Hz), 5.21 (m, 1H), 4.8... The reactants are C1(=CC=CC=C1)C(C(CC)O)(CCCC=C)C1=CC=CC=C1 (4,4-diphenylnon-8-en-3-ol), [Cr](=O)(=O)(O)O (chromic acid). Solvent: CC(=O)C (acetone). Reaction conditions: time 10 minute. The product is C1(=CC=CC=C1)C(C(CC)=O)(CCCC=C)C1=CC=CC=C1 (4,4-diphenylnon-8-en-3-one). Isolated yield 78.8%. Reaction SMILES: [C:1]1([C:7]([C:17]2[CH:22]=[CH:21][CH:20]=[CH:19][CH:18]=2)([CH2:12][CH2:13][CH2:14][CH:15]=[CH2:16])[CH:8]([OH:11])[CH2:9][CH3:10])[CH:6]=[CH:5][CH:4]=[CH:3][CH:2]=1.[Cr](O)(O)(=O)=O>CC(C)=O>[C:17]1([C:7]([C:1]2[CH:2]=[CH:3][CH:4]=[CH:5][CH:6]=2)([CH2:12][CH2:13][CH2:14][CH:15]=[CH2:16])[C:8](=[O:11])[CH2:9][CH3:10])[CH:18]=[CH:19][CH:20]=[CH:21][CH:22]=1. Reported procedure: One hundred seventy milligrams of 4,4-diphenylnon-8-en-3-ol was dissolved in acetone (10 ml), and then treated with 2.7M chromic acid solution (0.04 ml). After 10 min, the excess oxidant was destroyed with isopropanol, and the mixture was diluted with ether (20 ml). Filtration through a pad of celite and concentration yielded 133 mg of 4,4-diphenylnon-8-en-3-one, as an amorphous white solid. As a reaction SMILES: [CH3:1][N:2]1[C:6]2[C:7]([C:15](OC)=O)=[CH:8][CH:9]=[C:10]([C:11]([F:14])([F:13])[F:12])[C:5]=2[NH:4][C:3]1=[O:19].[CH2:20]([Mg]Br)[CH3:21].[CH2:24](OCC)[CH3:25].Cl>O1CCCC1.O.CO>[CH2:24]([C:15]([C:7]1[C:6]2[N:2]([CH3:1])[C:3](=[O:19])[NH:4][C:5]=2[C:10]([C:11]([F:14])([F:13])[F:12])=[CH:9][CH:8]=1)=[CH:20][CH3:21])[CH3:25]. Run at temperature 45 celsius, time 16 hour. Reported procedure: To an ice-cooled solution of, methyl 3-methyl-2-oxo-7-(trifluoromethyl)-2,3-dihydro-1H-benzimidazole-4-carboxylate (2.80 g, 10.2 mmol) in tetrahydrofuran (30 ml) was added a solution of 3M ethylmagnesium bromide in diethylether (13.6 ml, 40.8 mmol) dropwise and stirred at 45° C. for 16 h. Methanol and water were carefully added to decompose excess reagent. 2N hydrochloric acid was added and extracted with ethyl acetate. The extracts were washed with aqueous saturated sodium bicarbonate and water... The product is C(C)C(=CC)C1=CC=C(C2=C1N(C(N2)=O)C)C(F)(F)F (7-(1-Ethylprop-1-en-1-yl)-1-methyl-4-(trifluoromethyl)-1,3-dihydro-2H-benzimidazol-2-one). The reactants are Cl (hydrochloric acid), ice, CN1C(NC2=C1C(=CC=C2C(F)(F)F)C(=O)OC)=O (methyl 3-methyl-2-oxo-7-(trifluoromethyl)-2,3-dihydro-1H-benzimidazole-4-carboxylate), C(C)[Mg]Br (ethylmagnesium bromide), C(C)OCC (diethylether). Solvent: O (water), CO (Methanol), O1CCCC1 (tetrahydrofuran).